This data is from the Open Reaction Database (ORD), a public repository of structured organic reaction records. The task is: describe an organic reaction: reactants, conditions, products, and yield Reactants: OC1=NC=C(C(=N1)C(C(F)(F)F)(F)F)C(=O)OCC (ethyl 2-hydroxy-4-pentafluoroethylpyrimidine-5-carboxylate), [OH-].[Na+] (NaOH), Cl (HCl). Run in CCO (EtOH), O (H2O). Yields the product OC1=NC=C(C(=N1)C(C(F)(F)F)(F)F)C(=O)O (2-hydroxy-4-pentafluoroethylpyrimidine-5-carboxylic acid). Isolated yield 98.4%. RXN SMILES: [OH:1][C:2]1[N:7]=[C:6]([C:8]([F:14])([F:13])[C:9]([F:12])([F:11])[F:10])[C:5]([C:15]([O:17]CC)=[O:16])=[CH:4][N:3]=1.[OH-].[Na+].Cl>CCO.O>[OH:1][C:2]1[N:7]=[C:6]([C:8]([F:14])([F:13])[C:9]([F:10])([F:11])[F:12])[C:5]([C:15]([OH:17])=[O:16])=[CH:4][N:3]=1 |f:1.2|. Procedure details: A solution of ethyl 2-hydroxy-4-pentafluoroethylpyrimidine-5-carboxylate (4.0 g, 13 mmol) and NaOH (1.60 g, 39 mmol) in EtOH (20 mL) and H2O (45 mL) was heated at reflux for 1 h. The solution was cooled and acidified (conc. HCl). The resulting solid was filtered and dried to provide 2-hydroxy-4-pentafluoroethylpyrimidine-5-carboxylic acid (3.3 g, 98% yield); 1H NMR (DMSO-d6) δ 9.90 (bs, 1H), 8.43 (s, 1H). Starting materials: CN(C)C=O, CCOC(C)=O, O=C=Nc1ccc(F)cc1F, [H-], [Na+], O, COc1cc2nccc(Oc3ccc4[nH]ccc4c3)c2cc1OC. The product is COc1cc2nccc(Oc3ccc4c(ccn4C(=O)Nc4ccc(F)cc4F)c3)c2cc1OC. As a reaction SMILES: [CH3:39][N:40]([CH3:41])[CH:42]=[O:43].[CH3:44][CH2:45][O:46][C:47](=[O:48])[CH3:49].[F:27][c:28]1[c:29]([N:35]=[C:36]=[O:37])[cH:30][cH:31][c:32]([F:34])[cH:33]1.[H-:25].[Na+:26].[OH2:38].[nH:1]1[cH:2][cH:3][c:4]2[cH:5][c:6]([O:10][c:11]3[cH:12][cH:13][n:14][c:15]4[cH:16][c:17]([O:23][CH3:24])[c:18]([O:21][CH3:22])[cH:19][c:20]34)[cH:7][cH:8][c:9]12>>[n:1]1([C:36]([NH:35][c:29]2[c:28]([F:27])[cH:33][c:32]([F:34])[cH:31][cH:30]2)=[O:37])[cH:2][cH:3][c:4]2[cH:5][c:6]([O:10][c:11]3[cH:12][cH:13][n:14][c:15]4[cH:16][c:17]([O:23][CH3:24])[c:18]([O:21][CH3:22])[cH:19][c:20]34)[cH:7][cH:8][c:9]12. Reactants: Cl (HCl), CC1=NC=CC=C1OC=1C(=NC=C(C1)SC1=NC=CC=C1)NC1=NC(=NS1)[C@]1(OC(OC1)(C)C)C ((R)-N-(3-(2-methylpyridin-3-yloxy)-5-(pyridin-2-ylthio)pyridin-2-yl)-3-(2,2,4-trimethyl-1,3-dioxolane-4-yl)-1,2,4-thiadiazol-5-amine), Cl (HCl). The solvent is CCO (EtOH). Run at time 24 hour. The product is Cl.CC1=NC=CC=C1OC=1C(=NC=C(C1)SC1=NC=CC=C1)NC1=NC(=NS1)[C@@](CO)(C)O ((R)-2-(5-(3-(2-methylpyridin-3-yloxy)-5-(pyridin-2-ylthio)pyridin-2-ylamino)-1,2,4-thiadiazol-3-yl)propane-1,2-diol hydrochloride). Yield: 66.0%. Reaction SMILES: [CH3:1][C:2]1[C:7]([O:8][C:9]2[C:10]([NH:22][C:23]3[S:27][N:26]=[C:25]([C@:28]4([CH3:35])[CH2:32][O:31]C(C)(C)[O:29]4)[N:24]=3)=[N:11][CH:12]=[C:13]([S:15][C:16]3[CH:21]=[CH:20][CH:19]=[CH:18][N:17]=3)[CH:14]=2)=[CH:6][CH:5]=[CH:4][N:3]=1.[ClH:36]>CCO>[ClH:36].[CH3:1][C:2]1[C:7]([O:8][C:9]2[C:10]([NH:22][C:23]3[S:27][N:26]=[C:25]([C@:28]([OH:29])([CH3:35])[CH2:32][OH:31])[N:24]=3)=[N:11][CH:12]=[C:13]([S:15][C:16]3[CH:21]=[CH:20][CH:19]=[CH:18][N:17]=3)[CH:14]=2)=[CH:6][CH:5]=[CH:4][N:3]=1 |f:3.4|. Procedure details: (R)-N-(3-(2-methylpyridin-3-yloxy)-5-(pyridin-2-ylthio)pyridin-2-yl)-3-(2,2,4-trimethyl-1,3-dioxolane-4-yl)-1,2,4-thiadiazol-5-amine (65 mg, 0.128 mmol) was dissolved in EtOH (3 mL) and 1M HCl (0.3 mL) was added. The mixture was stirred at ambient temperature for 24 hours. Additonal 1M HCl (0.3 mL) was added and the mixture was stirred overnight. The mixture was partitioned between saturated aqueous sodium bicarbonate and CH2Cl2, and the organic layer was dried over sodium sulfate, filtered and ... Reactants: C([O-])([O-])=O.[Na+].[Na+] (sodium carbonate), B(C1=CC(=CN=C1)F)(O)O (5-fluoropyridin-3-yl-3-boronic acid), BrC=1C=C2CCC=3N(C2=C(C1)F)C(=NN3)C (7-Bromo-9-fluoro-4,5-dihydro-1-methyl-[1,2,4]triazolo[4,3-a]quinoline). The reagents and catalysts are [Br-].C(CCC)[N+](CCCC)(CCCC)CCCC (tetrabutylammonium bromide). Solvent: C1(=CC=CC=C1)C (toluene). Product: FC=1C=C(C=C2CCC=3N(C12)C(=NN3)C)C=3C=NC=C(C3)F (9-fluoro-7-(5-fluoro-pyridin-3-yl)-1-methyl-4,5-dihydro-[1,2,4]triazolo[4,3-a]quinoline). RXN SMILES: Br[C:2]1[CH:3]=[C:4]2[C:9](=[C:10]([F:12])[CH:11]=1)[N:8]1[C:13]([CH3:16])=[N:14][N:15]=[C:7]1[CH2:6][CH2:5]2.C(=O)([O-])[O-].[Na+].[Na+].B(O)(O)[C:24]1[CH:29]=[N:28][CH:27]=[C:26]([F:30])[CH:25]=1>C1(C)C=CC=CC=1.[Br-].C([N+](CCCC)(CCCC)CCCC)CCC>[F:12][C:10]1[CH:11]=[C:2]([C:24]2[CH:29]=[N:28][CH:27]=[C:26]([F:30])[CH:25]=2)[CH:3]=[C:4]2[C:9]=1[N:8]1[C:13]([CH3:16])=[N:14][N:15]=[C:7]1[CH2:6][CH2:5]2 |f:1.2.3,6.7|. Reported procedure: 7-Bromo-9-fluoro-4,5-dihydro-1-methyl-[1,2,4]triazolo[4,3-a]quinoline (157-5, 0.25 g, 0.89 mmol) was dissolved in toluene (6.3 mL), and an aqueous 2.0 M sodium carbonate solution (2.8 mL), an ethanolic solution (2.8 mL) of 5-fluoropyridin-3-yl-3-boronic acid (0.19 g, 1.33 mmol) and tetrabutylammonium bromide (0.29 g, 0.89 mmol) were added. The mixture was deoxygenated under reduced pressure and flushed with nitrogen. After having repeated this cycle several times catalyst Pd(OAc)2 (0.01 g, 5 mol...